Dataset: the Open Reaction Database (ORD), a public repository of structured organic reaction records. Task: describe an organic reaction: reactants, conditions, products, and yield Reactants: S(OC)(OC)(=O)=O, c1(cc(nnc1OC)Cl)Br. The reagents and catalysts are c1ccc(cc1)-c2c3ccccc3cc4ccccc24 (9-Phenylanthracene), CCCC[N+](CCCC)(CCCC)CCCC.[F-] (TBAF). Solvent: CC1=CC=CC=C1 (Toluene). As a reaction SMILES: [CH3:1][O:2][c:3]1[c:9]([Br:10])[cH:8][c:6]([Cl:7])[n:5][n:4]1.COS(OC)(=O)=O>>[CH3:1][N:4]1[C:3](=[O:2])[C:9]([Br:10])=[CH:8][C:6]([Cl:7])=[N:5]1. Run at temperature 25 celsius, time 18 hour. Product: CN1N=C(Cl)C=C(Br)C1=O. Starting materials: C[S-].[Na+] (sodium thiomethoxide), CN(C1=C2C=CC=C(C2=CC=C1)S(=O)(=O)NC=1N=NC(=CC1)Cl)C (5-Dimethylamino-N-(6-chloro-3-pyridazinyl)-1-naphthalenesulphonamide), C(CC(O)(C(=O)O)CC(=O)O)(=O)O (citric acid). Solvent: CN(C=O)C (N,N-dimethylformamide). Run at temperature 100 celsius. The product is CN(C1=C2C=CC=C(C2=CC=C1)S(=O)(=O)NC=1N=NC(=CC1)SC)C (5-dimethylamino-N-(6-methylthio-3-pyridazinyl)-1-naphthalenesulphonamide). Isolated yield 37.7%. RXN SMILES: [CH3:1][N:2]([CH3:24])[C:3]1[CH:12]=[CH:11][CH:10]=[C:9]2[C:4]=1[CH:5]=[CH:6][CH:7]=[C:8]2[S:13]([NH:16][C:17]1[N:18]=[N:19][C:20](Cl)=[CH:21][CH:22]=1)(=[O:15])=[O:14].[CH3:25][S-:26].[Na+].C(O)(=O)CC(CC(O)=O)(C(O)=O)O>CN(C)C=O>[CH3:1][N:2]([CH3:24])[C:3]1[CH:12]=[CH:11][CH:10]=[C:9]2[C:4]=1[CH:5]=[CH:6][CH:7]=[C:8]2[S:13]([NH:16][C:17]1[N:18]=[N:19][C:20]([S:26][CH3:25])=[CH:21][CH:22]=1)(=[O:15])=[O:14] |f:1.2|. Reported procedure: 5-Dimethylamino-N-(6-chloro-3-pyridazinyl)-1-naphthalenesulphonamide (0.72 g) was dissolved in N,N-dimethylformamide and sodium thiomethoxide (0.42 g) added. The mixture was heated to 100° C. for 6 hours, then cooled and 7% aqueous citric acid solution (15 ml) was added with stirring. The solid formed was collected by filtration and washed with water (10 ml). The solid was then purified by chromatography on silica gel (20 g) under reduced pressure, eluting with an ethyl acetate/toluene gradient,... Starting materials: N#CO[K], O, NCc1cccc2cc(S(=O)(=O)c3ccccc3)ccc12. The product is NC(=O)NCc1cccc2cc(S(=O)(=O)c3ccccc3)ccc12. Reaction SMILES: [K:22][O:23][C:24]#[N:25].[OH2:26].[c:1]1([S:7](=[O:8])(=[O:9])[c:10]2[cH:11][c:12]3[cH:13][cH:14][cH:15][c:16]([CH2:20][NH2:21])[c:17]3[cH:18][cH:19]2)[cH:2][cH:3][cH:4][cH:5][cH:6]1>>[c:1]1([S:7](=[O:8])(=[O:9])[c:10]2[cH:11][c:12]3[cH:13][cH:14][cH:15][c:16]([CH2:20][NH:21][C:24](=[O:23])[NH2:25])[c:17]3[cH:18][cH:19]2)[cH:2][cH:3][cH:4][cH:5][cH:6]1. Starting materials: P(=S)(Cl)(Cl)Cl (thiophosphoryl chloride), N1=CC=CC=C1 (pyridine), C(C)(C)C1=C(C=CC=C1)O (2-iso-propylphenol). RXN SMILES: [CH:1]([C:4]1[CH:9]=[CH:8][CH:7]=[CH:6][C:5]=1O)([CH3:3])[CH3:2].[P:11](Cl)([Cl:14])([Cl:13])=[S:12].N1C=CC=CC=1>ClC=C(Cl)Cl>[CH:1]([C:4]1[CH:9]=[CH:8][CH:7]=[CH:6][C:5]=1[P:11]([Cl:14])([Cl:13])=[S:12])([CH3:3])[CH3:2]. Solvent: ClC=C(Cl)Cl (trichloroethylene), ClC=C(Cl)Cl (trichloroethylene). Run at time 2 hour. Procedure details: A mixture of 2-iso-propylphenol (10.0 g, 73.4 mmol) in trichloroethylene (600 mL) is added dropwise to a 0°-4° C. mixture of thiophosphoryl chloride (18.63 g, 110 mmol) and anhydrous pyridine (8.70 g, 110 mmol) in trichloroethylene (250 mL) over a 1 hour period under a nitrogen atmosphere. The resultant reaction mixture is stirred at 0°-4° C. for 2 hours, is warmed to room temperature and then is stirred at room temperature for 12 hours. A white solid gradually precipitates. The white solid is f... Yields the product C(C)(C)C1=C(C=CC=C1)P(=S)(Cl)Cl ((2-iso-propylphenyl)-thiophosphoryl dichloride). Starting materials: C(C)(C)(C)C1=CC=C(C=C1)S(=O)(=O)NC1=C(SC=C1)C(=O)OC (Methyl 3-(4-tert-butylphenylsulfonamido)thiophene-2-carboxylate), C([O-])([O-])=O.[K+].[K+] (potassium carbonate), IC (iodomethane). The solvent is Cl (hydrochloric acid), CN(C=O)C (N,N-dimethylformamide). Reaction conditions: temperature 65 celsius. The product is C(C)(C)(C)C1=CC=C(C=C1)S(=O)(=O)N(C)C1=C(SC=C1)C(=O)OC (Methyl 3-(4-tert-butyl-N-methylphenylsulfonamido)thiophene-2-carboxylate). Isolated yield 83.6%. As a reaction SMILES: [C:1]([C:5]1[CH:10]=[CH:9][C:8]([S:11]([NH:14][C:15]2[CH:19]=[CH:18][S:17][C:16]=2[C:20]([O:22][CH3:23])=[O:21])(=[O:13])=[O:12])=[CH:7][CH:6]=1)([CH3:4])([CH3:3])[CH3:2].[C:24](=O)([O-])[O-].[K+].[K+].IC>CN(C)C=O.Cl>[C:1]([C:5]1[CH:6]=[CH:7][C:8]([S:11]([N:14]([C:15]2[CH:19]=[CH:18][S:17][C:16]=2[C:20]([O:22][CH3:23])=[O:21])[CH3:24])(=[O:12])=[O:13])=[CH:9][CH:10]=1)([CH3:4])([CH3:2])[CH3:3] |f:1.2.3|. Reported procedure: To a solution of 55 (0.15 g; 0.42 mmol) in N,N-dimethylformamide (2 mL) at room temperature was added potassium carbonate (0.282 g; 2.12 mmol) followed by iodomethane (0.053 mL; 0.85 mmol). The reaction mixture was heated at 65° C. for 12 hours, cooled to room temperature, diluted with aqueous hydrochloric acid (50 mL; 2M) and extracted with dichloromethane (3×25 mL). The combined organic extracts were dried over magnesium sulfate, filtered, and concentrated under reduced pressure to yield a cru... Reactants: ClC(=O)OCC (ethyl chloroformate), Cl.C(CC)ON (n-propoxyamine hydrochloride), C([O-])([O-])=O.[K+].[K+] (potassium carbonate), C(CCl)Cl (ethylene dichloride). Product: C(CC)ONC(OCC)=O (ethyl N-n-propoxycarbamate). Procedure: 22 g (197 mmol) of n-propoxyamine hydrochloride was dissolved in 100 ml of water, and 200 ml of ethylene dichloride was added thereto. Then, 27.2 g (197 mmol) of potassium carbonate was added in several times under cooling, and then 21.3 g (196 mmol) of ethyl chloroformate was dropwise added thereto at a temperature of not higher than 10° C. After raising the temperature to room temperature, the mixture was further stirred at the same temperature for 4 hours. The ethylene dichloride layer was se... Run in O (water). RXN SMILES: Cl.[CH2:2]([O:5][NH2:6])[CH2:3][CH3:4].C(Cl)CCl.C(=O)([O-])[O-].[K+].[K+].Cl[C:18]([O:20][CH2:21][CH3:22])=[O:19]>O>[CH2:2]([O:5][NH:6][C:18](=[O:19])[O:20][CH2:21][CH3:22])[CH2:3][CH3:4] |f:0.1,3.4.5|. Reaction conditions: time 4 hour. Yield: 93.6%. Starting materials: O=C1CCC=2NC(=CC21)C(=O)OC (methyl 4-oxo-1,4,5,6-tetrahydrocyclopenta[b]pyrrole-2-carboxylate), C(C1=CC=CC=C1)C1=CC=C(C=C1)[Mg]Br ((4-benzylphenyl)magnesium bromide). The product is C(C1=CC=CC=C1)C1=CC=C(C=C1)C1CCC=2NC(=CC21)C(=O)OC (methyl 4-(4-benzylphenyl)-1,4,5,6-tetrahydrocyclopenta[b]pyrrole-2-carboxylate), C(C1=CC=CC=C1)C1=CC=C(C=C1)C1=CCC=2NC(=CC21)C(=O)OC (methyl 4-(4-benzylphenyl)-1,6-dihydrocyclopenta[b]pyrrole-2-carboxylate). RXN SMILES: O=[C:2]1[C:9]2[CH:8]=[C:7]([C:10]([O:12][CH3:13])=[O:11])[NH:6][C:5]=2[CH2:4][CH2:3]1.[CH2:14]([C:21]1[CH:26]=[CH:25][C:24]([Mg]Br)=[CH:23][CH:22]=1)[C:15]1[CH:20]=[CH:19][CH:18]=[CH:17][CH:16]=1>>[CH2:14]([C:15]1[CH:20]=[CH:19][C:18]([CH:2]2[C:9]3[CH:8]=[C:7]([C:10]([O:12][CH3:13])=[O:11])[NH:6][C:5]=3[CH2:4][CH2:3]2)=[CH:17][CH:16]=1)[C:21]1[CH:26]=[CH:25][CH:24]=[CH:23][CH:22]=1.[CH2:14]([C:15]1[CH:20]=[CH:19][C:18]([C:2]2[C:9]3[CH:8]=[C:7]([C:10]([O:12][CH3:13])=[O:11])[NH:6][C:5]=3[CH2:4][CH:3]=2)=[CH:17][CH:16]=1)[C:21]1[CH:26]=[CH:25][CH:24]=[CH:23][CH:22]=1. Procedure details: The title compound was synthesized in two steps. First, methyl 4-oxo-1,4,5,6-tetrahydrocyclopenta[b]pyrrole-2-carboxylate (0.64 g, 3.6 mmol) and (4-benzylphenyl)magnesium bromide were reacted according to General Procedure 3 to give methyl 4-(4-benzylphenyl)-1,6-dihydrocyclopenta[b]pyrrole-2-carboxylate. (4-Benzylphenyl)magnesium bromide was synthesized from 1-benzyl-4-bromobenzene. (In an inert Ar atmosphere, to a suspension of Mg (0.44 g, 18.2 mmol) turnings in 50 mL of THF was added very slow... The reactants are C(C)(C)(C)C1=NC=2C3=C(CCC2C=N1)N=C(S3)N (8-tert-Butyl-4,5-dihydro-thiazolo[4,5-h]quinazolin-2-ylamine), C1=CN(C=N1)C(=O)N2C=CN=C2 (CDI), C(Cl)Cl (DCM). Solvent: CN(C)C=O (DMF). Reaction conditions: temperature 4 celsius. Yields the product C(C)(C)(C)C1=NC=2C3=C(CCC2C=N1)N=C(S3)NC(=O)N3C=NC=C3 (Imidazole-1-carboxylic acid (8-tert-butyl-4,5-dihydro-thiazolo[4,5-h]quinazolin-2-yl)-amide). Reaction SMILES: [C:1]([C:5]1[N:14]=[CH:13][C:12]2[CH2:11][CH2:10][C:9]3[N:15]=[C:16]([NH2:18])[S:17][C:8]=3[C:7]=2[N:6]=1)([CH3:4])([CH3:3])[CH3:2].[CH:19]1[N:23]=[CH:22][N:21]([C:24](N2C=NC=C2)=[O:25])[CH:20]=1.C(Cl)Cl>CN(C=O)C>[C:1]([C:5]1[N:14]=[CH:13][C:12]2[CH2:11][CH2:10][C:9]3[N:15]=[C:16]([NH:18][C:24]([N:21]4[CH:20]=[CH:19][N:23]=[CH:22]4)=[O:25])[S:17][C:8]=3[C:7]=2[N:6]=1)([CH3:4])([CH3:2])[CH3:3]. Procedure details: 8-tert-Butyl-4,5-dihydro-thiazolo[4,5-h]quinazolin-2-ylamine (Stage A.1, 0.319 g, 1.225 mmol) and CDI (278 mg, 1.715 mmol) were added to DCM (5 ml) and DMF (0.25 ml) under an argon atm. After 18 h the residue was cooled to 4° C. and the precipitate was collected by filtration. The solid was dried at 50° C. in high vacuo to give the title compound as a pale yellow solid. LCMS: tR 0.95 min and M+H 319.0 (method A2) for (8-tert-butyl-4,5-dihydro-thiazolo[4,5-h]quinazolin-2-yl)-carbamic acid methyl ... Starting materials: O=C(C(Br)Br)C(F)(F)F, CC(=O)[O-], C#CCN1C(=O)COc2cc(F)c(NN)cc21, [Na+], O. The product is C#CCN1C(=O)COc2cc(F)c(NN=CC(=O)C(F)(F)F)cc21. RXN SMILES: [Br:6][CH:7]([C:8](=[O:9])[C:10]([F:11])([F:12])[F:13])[Br:14].[CH3:2][C:3](=[O:4])[O-:5].[F:15][c:16]1[cH:17][c:18]2[c:19]([cH:28][c:29]1[NH:30][NH2:31])[N:20]([CH2:25][C:26]#[CH:27])[C:21](=[O:24])[CH2:22][O:23]2.[Na+:1].[OH2:32]>>[CH:7]([C:8](=[O:9])[C:10]([F:11])([F:12])[F:13])=[N:31][NH:30][c:29]1[c:16]([F:15])[cH:17][c:18]2[c:19]([cH:28]1)[N:20]([CH2:25][C:26]#[CH:27])[C:21](=[O:24])[CH2:22][O:23]2.